This data is from the Open Reaction Database (ORD), a public repository of structured organic reaction records. The task is: describe an organic reaction: reactants, conditions, products, and yield The reactants are N1=C2C(=CC=C1)CCCCC2 (6,7,8,9-Tetrahydro-5H-cyclohepta[b] pyridine), solution, C(CCC)[Li] (n-butyl lithium), Cl (hydrochloric acid), C1(=CC=C(C=C1)C=O)C (4-Tolualdehyde), Cl (HCl), hydrochloride salts. The solvent is O1CCCC1 (tetrahydrofuran), CCCCCC (n-hexane), CCOCC (ether), O1CCCC1 (tetrahydrofuran), CCOCC (ether), CCOCC (ether), O (water). Reaction conditions: temperature -10 celsius, time 0.5 hour. Product: Cl.N1=C2C(=CC=C1)CCCCC2C(O)C2=CC=C(C=C2)C (1-(6,7,8,9-tetrahydro-5H-cyclohepta-[b] pyrid-9-yl)-1-(4-methylphenyl) methanol hydrochloride). Reaction SMILES: [N:1]1[CH:6]=[CH:5][CH:4]=[C:3]2[CH2:7][CH2:8][CH2:9][CH2:10][CH2:11][C:2]=12.C([Li])CCC.[C:17]1([CH3:25])[CH:22]=[CH:21][C:20]([CH:23]=[O:24])=[CH:19][CH:18]=1.[ClH:26]>O1CCCC1.CCCCCC.CCOCC.O>[ClH:26].[N:1]1[CH:6]=[CH:5][CH:4]=[C:3]2[CH2:7][CH2:8][CH2:9][CH2:10][CH:11]([CH:23]([C:20]3[CH:21]=[CH:22][C:17]([CH3:25])=[CH:18][CH:19]=3)[OH:24])[C:2]=12 |f:8.9|. Procedure: 6,7,8,9-Tetrahydro-5H-cyclohepta[b] pyridine (7.4g 0.05m) in tetrahydrofuran (100ml) was cooled to -10° C. and treated with a 1.57M solution of n-butyl lithium in n-hexane (32ml), then stirred at -10° C. for a further 0.5h. 4-Tolualdehyde (10g, 0.083m) in tetrahydrofuran (10ml) was added rapidly and the mixture allowed to warm to room temperature, then water and ether were added. The combined ether extracts were treated with 2N hydrochloric acid and the separated aqueous acid extract was basifie... Starting materials: CN(C)C=O, CCN(C(C)C)C(C)C, Cc1nc2c(n1-c1ccc(C(=O)O)cc1Cl)CCCC2, CC(N)c1nc2cc(Cl)ccc2[nH]1, Cl. Product: Cc1nc2c(n1-c1ccc(C(=O)NC(C)c3nc4cc(Cl)ccc4[nH]3)cc1Cl)CCCC2. RXN SMILES: [CH3:44][N:45]([CH3:46])[CH:47]=[O:48].[CH:21]([N:22]([CH:23]([CH3:24])[CH3:25])[CH2:26][CH3:27])([CH3:28])[CH3:29].[Cl:1][c:2]1[cH:3][c:4]([C:5](=[O:6])[OH:7])[cH:8][cH:9][c:10]1-[n:11]1[c:12]([CH3:20])[n:13][c:14]2[c:15]1[CH2:16][CH2:17][CH2:18][CH2:19]2.[Cl:30][c:31]1[cH:32][c:33]2[c:34]([nH:35][c:36]([CH:38]([CH3:39])[NH2:40])[n:37]2)[cH:41][cH:42]1.[Cl:43]>>[Cl:1][c:2]1[cH:3][c:4]([C:5](=[O:7])[NH:40][CH:38]([c:36]2[nH:35][c:34]3[c:33]([cH:32][c:31]([Cl:30])[cH:42][cH:41]3)[n:37]2)[CH3:39])[cH:8][cH:9][c:10]1-[n:11]1[c:12]([CH3:20])[n:13][c:14]2[c:15]1[CH2:16][CH2:17][CH2:18][CH2:19]2. Reactants: BrCC(=O)C1=CC(=CC=C1)Cl (2-bromo-3′-chloroacetophenone), C1(C=2C(C(N1)=O)=CC=CC2)=O.[K] (potassium phthalimide). Solvent: CN(C=O)C (N,N-dimethylformamide). Conditions: temperature 50 celsius, time 1 hour. Product: C1(NC(C2=CC=CC=C12)=O)=O (isoindoline-1,3-dione). Reaction SMILES: BrCC(C1C=CC=C(Cl)C=1)=O.[C:12]1(=[O:22])[NH:16][C:15](=[O:17])[C:14]2=[CH:18][CH:19]=[CH:20][CH:21]=[C:13]12.[K]>CN(C)C=O>[C:15]1(=[O:17])[C:14]2[C:13](=[CH:21][CH:20]=[CH:19][CH:18]=2)[C:12](=[O:22])[NH:16]1 |f:1.2,^1:22|. Procedure details: A mixture of 2-bromo-3′-chloroacetophenone (0.927 g, 3.97 mmol, 1 eq) and potassium phthalimide (0.813 g, 4.39 mmol, 1.1 eq) in 15 mL N,N-dimethylformamide was stirred at 50° C. for one hour. The solvent was removed under vacuum. The resulting solids were triturated with ethyl acetate and filtered. The collected solids were dried under vacuum to give 24243-chlorophenyl)-2-oxoethyl)isoindoline-1,3-dione, which was carried forward without purification. 1H NMR (400 MHz, DMSO-d6) δ: 8.13 (s, 1H), 8.... The reactants are C(C1=CC=CC=C1)SC[C@H](NC(C(CSCC1=CC=CC=C1)(C)C)=O)C(=O)O (S-benzyl-N-(3-benzylthio-2,2-dimethyl-propionyl)-L-cysteine), ON1C(CCC1=O)=O (N-hydroxysuccinimide), C1CCC(CC1)N=C=NC2CCCCC2 (DCC). Solvent: CN(C)C=O (DMF), CN(C)C=O (DMF). Reaction conditions: time 8 hour. Yields the product OC(CCCCN)C([C@@H](NC(C(CSCC1=CC=CC=C1)(C)C)=O)CSCC1=CC=CC=C1)=O (5-Hydroxy-N-[S-benzyl-N-(3-benzylthio-2,2-dimethylpropionyl)-L-cysteinyl]pentylamine). Isolated yield 67.7%. Reaction SMILES: [CH2:1]([S:8][CH2:9][C@@H:10]([C:26](O)=[O:27])[NH:11][C:12](=[O:25])[C:13]([CH3:24])([CH3:23])[CH2:14][S:15][CH2:16][C:17]1[CH:22]=[CH:21][CH:20]=[CH:19][CH:18]=1)[C:2]1[CH:7]=[CH:6][CH:5]=[CH:4][CH:3]=1.ON1[C:34](=[O:35])[CH2:33][CH2:32][C:31]1=O.C1CC[CH:40]([N:43]=C=NC2CCCCC2)CC1>CN(C=O)C>[OH:35][CH:34]([C:26](=[O:27])[C@H:10]([CH2:9][S:8][CH2:1][C:2]1[CH:3]=[CH:4][CH:5]=[CH:6][CH:7]=1)[NH:11][C:12](=[O:25])[C:13]([CH3:23])([CH3:24])[CH2:14][S:15][CH2:16][C:17]1[CH:22]=[CH:21][CH:20]=[CH:19][CH:18]=1)[CH2:33][CH2:32][CH2:31][CH2:40][NH2:43]. Procedure details: To a stirred solution of S-benzyl-N-(3-benzylthio-2,2-dimethyl-propionyl)-L-cysteine (4.18 g) and N-hydroxysuccinimide (1.15 g) in DMF (10 ml), DCC (2.06 g) dissolved in DMF (10 ml) was added dropwise under ice cooling and the mixture was stood overnight. The mixture was filtered and 5-aminopentanol (1.55 g) dissolved in DMF (30 ml) was added to the filtrate. The mixture was stirred for 3 hr. at room temperature. Water was added to the reaction mixture and the mixture was extracted with ethyl ac... The reactants are CCCCCC, CC(C)=O, C[Si](C)(C)C=[N+]=[N-], Cc1cccc(C(=O)O)c1[N+](=O)[O-]. Yields the product COC(=O)c1cccc(C)c1[N+](=O)[O-]. As a reaction SMILES: [CH3:1][CH2:2][CH2:3][CH2:4][CH2:5][CH3:6].[CH3:27][C:28](=[O:29])[CH3:30].[CH3:7][Si:8]([CH:9]=[N+:10]=[N-:11])([CH3:12])[CH3:13].[N+:14](=[O:15])([O-:16])[c:17]1[c:18]([C:19](=[O:20])[OH:21])[cH:22][cH:23][cH:24][c:25]1[CH3:26]>>[CH3:1][O:21][C:19]([c:18]1[c:17]([N+:14](=[O:15])[O-:16])[c:25]([CH3:26])[cH:24][cH:23][cH:22]1)=[O:20]. The reactants are BrC1=CC2=C(N1C(C)C)[C@@H](N(C2=O)[C@@H]2CC[C@H](CC2)OC)C2=CC=C(C=C2)Cl ((S)-2-bromo-6-(4-chloro-phenyl)-1-isopropyl-5-(trans-4-methoxy-cyclohexyl)-5,6-dihydro-1H-pyrrolo[3,4-b]pyrrol-4-one), BrC1=CC2=C(N1C(C)C)C(N(C2=O)C2=C(C=CC(=C2)Cl)C)C2=CC=C(C=C2)Cl (2-bromo-5-(5-chloro-2-methyl-phenyl)-6-(4-chloro-phenyl)-1-isopropyl-5,6-dihydro-1H-pyrrolo[3,4-b]pyrrol-4-one), C(#N)C=1C=CC(=C(C1)B(O)O)OC (5-cyano-2-methoxyphenylboronic acid), COC1=NC(=NC=C1B1OC(C(O1)(C)C)(C)C)N (4-methoxy-5-(4,4,5,5-tetramethyl-[1,3,2]dioxaborolan-2-yl)-pyrimidin-2-ylamine), COC1=NC(=NC=C1B1OC(C(O1)(C)C)(C)C)N (4-methoxy-5-(4,4,5,5-tetramethyl-[1,3,2]dioxaborolan-2-yl)-pyrimidin-2-ylamine). The product is NC1=NC=C(C(=N1)OC)C1=CC2=C(N1C(C)C)C(N(C2=O)[C@@H]2CC[C@H](CC2)OC)C2=CC=C(C=C2)Cl (2-(2-Amino-4-methoxy-pyrimidin-5-yl)-6-(4-chloro-phenyl)-1-isopropyl-5-(trans-4-methoxy-cyclohexyl)-5,6-dihydro-1H-pyrrolo[3,4-b]pyrrol-4-one). As a reaction SMILES: Br[C:2]1[N:6]([CH:7]([CH3:9])[CH3:8])[C:5]2[C@H:10]([C:22]3[CH:27]=[CH:26][C:25]([Cl:28])=[CH:24][CH:23]=3)[N:11]([C@H:14]3[CH2:19][CH2:18][C@H:17]([O:20][CH3:21])[CH2:16][CH2:15]3)[C:12](=[O:13])[C:4]=2[CH:3]=1.[CH3:29][O:30][C:31]1[C:36](B2OC(C)(C)C(C)(C)O2)=[CH:35][N:34]=[C:33]([NH2:46])[N:32]=1.BrC1N(C(C)C)C2C(C3C=CC(Cl)=CC=3)N(C3C=C(Cl)C=CC=3C)C(=O)C=2C=1.C(C1C=CC(OC)=C(B(O)O)C=1)#N>>[NH2:46][C:33]1[N:32]=[C:31]([O:30][CH3:29])[C:36]([C:2]2[N:6]([CH:7]([CH3:8])[CH3:9])[C:5]3[CH:10]([C:22]4[CH:23]=[CH:24][C:25]([Cl:28])=[CH:26][CH:27]=4)[N:11]([C@H:14]4[CH2:15][CH2:16][C@H:17]([O:20][CH3:21])[CH2:18][CH2:19]4)[C:12](=[O:13])[C:4]=3[CH:3]=2)=[CH:35][N:34]=1. Procedure: The title compound was prepared in analogy to the procedure described for Example 17 but (S)-2-bromo-6-(4-chloro-phenyl)-1-isopropyl-5-(trans-4-methoxy-cyclohexyl)-5,6-dihydro-1H-pyrrolo[3,4-b]pyrrol-4-one (Intermediate AD) and 4-methoxy-5-(4,4,5,5-tetramethyl-[1,3,2]dioxaborolan-2-yl)-pyrimidin-2-ylamine (Intermediate U) were used instead of 2-bromo-5-(5-chloro-2-methyl-phenyl)-6-(4-chloro-phenyl)-1-isopropyl-5,6-dihydro-1H-pyrrolo[3,4-b]pyrrol-4-one and 5-cyano-2-methoxyphenylboronic acid resp... Reactants: C=CCC(CC=C)c1ccc2c(c1)OCO2, ClCCl. Product: C1=CCC(c2ccc3c(c2)OCO3)C1. As a reaction SMILES: [CH2:1]=[CH:2][CH2:3][CH:4]([CH2:5][CH:6]=[CH2:7])[c:8]1[cH:9][c:10]2[c:11]([cH:15][cH:16]1)[O:12][CH2:13][O:14]2.[Cl:17][CH2:18][Cl:19]>>[CH2:3]1[CH:4]([c:8]2[cH:9][c:10]3[c:11]([cH:15][cH:16]2)[O:12][CH2:13][O:14]3)[CH2:5][CH:6]=[CH:7]1.